This data is from the Open Reaction Database (ORD), a public repository of structured organic reaction records. The task is: describe an organic reaction: reactants, conditions, products, and yield Starting materials: CC(C(=O)NC(CCCCBr)=O)(C)C (N-trimethylacetyl-5-bromovaleramide), C1(=CC=CC=C1)P(C1=CC=CC=C1)C1=CC=CC=C1 (triphenylphosphine). Solvent: C(C)#N (acetonitrile). The product is [Br-].CC(C(=O)NC(=O)CCCC[P+](C1=CC=CC=C1)(C1=CC=CC=C1)C1=CC=CC=C1)(C)C ([4-trimethylacetylaminocarbonylbutyl]triphenylphosphonium bromide). As a reaction SMILES: [CH3:1][C:2]([CH3:14])([CH3:13])[C:3]([NH:5][C:6](=[O:12])[CH2:7][CH2:8][CH2:9][CH2:10][Br:11])=[O:4].[C:15]1([P:21]([C:28]2[CH:33]=[CH:32][CH:31]=[CH:30][CH:29]=2)[C:22]2[CH:27]=[CH:26][CH:25]=[CH:24][CH:23]=2)[CH:20]=[CH:19][CH:18]=[CH:17][CH:16]=1>C(#N)C>[Br-:11].[CH3:1][C:2]([CH3:14])([CH3:13])[C:3]([NH:5][C:6]([CH2:7][CH2:8][CH2:9][CH2:10][P+:21]([C:22]1[CH:23]=[CH:24][CH:25]=[CH:26][CH:27]=1)([C:28]1[CH:33]=[CH:32][CH:31]=[CH:30][CH:29]=1)[C:15]1[CH:16]=[CH:17][CH:18]=[CH:19][CH:20]=1)=[O:12])=[O:4] |f:3.4|. Reported procedure: A solution of 1.82 g. (6.80 mmoles) of the N-trimethylacetyl-5-bromovaleramide prepared above and 2.67 g. (10.2 mmoles) of triphenylphosphine in 18 ml. of acetonitrile was heated to reflux under nitrogen for 96 hours. The solution was concentrated and the resultant solid was triturated with benzene (4x). The triturated solid was purified by silica gel column chromatography using first ethyl acetate to remove high Rf impurities then with a 9:1 mixture of methylene chloride:methanol. The salt, [4-... The reactants are CC=1C=CC2=C(C(N3[C@H](C(N2)=O)CCC3)=O)C1 ((S)-7-methyl-1,2,3,11a-tetrahydro-5H-pyrrolo (2,1-c) (1,4) benzodiazepine-5,11(10H)-dione), N1[C@H](C(=O)O)CCC1 (L-proline). The product is CC=1C=CC2=C(C(N(CC(N2)=O)C)=O)C1 (7-methyl-3,4-dihydro-4-methyl-2H-1,4-benzodiazepine-2,5(1H)-dione). As a reaction SMILES: [CH3:1][C:2]1[CH:3]=[CH:4][C:5]2[NH:11][C:10](=[O:12])[C@@H:9]3CC[CH2:15][N:8]3[C:7](=[O:16])[C:6]=2[CH:17]=1.N1CCC[C@H]1C(O)=O>>[CH3:1][C:2]1[CH:3]=[CH:4][C:5]2[NH:11][C:10](=[O:12])[CH2:9][N:8]([CH3:15])[C:7](=[O:16])[C:6]=2[CH:17]=1. Reported procedure: (S)-7-methyl-1,2,3,11a-tetrahydro-5H-pyrrolo (2,1-c) (1,4) benzodiazepine-5,11(10H)-dione by reaction with L-proline. M.p. 243.1°-244.5° C. The reactants are S1C(=CC2=C1C=CC=C2)CO (1-benzothien-2-ylmethanol), CC(OCC)=O (EA), N1(CCNCC1)C1=C(C#N)C=CC=C1 (2-(1-piperazinyl)benzonitrile), CS(=O)(=O)OS(=O)(=O)C (methane sulfonic anhydride), D1. Run in C(Cl)Cl (DCM). Yields the product S1C(=CC2=C1C=CC=C2)CN2CCN(CC2)C2=C(C#N)C=CC=C2 (2-[4-(1-benzothien-2-ylmethyl)-1-piperazinyl]benzonitrile). As a reaction SMILES: [S:1]1[C:5]2[CH:6]=[CH:7][CH:8]=[CH:9][C:4]=2[CH:3]=[C:2]1[CH2:10]O.CS(OS(C)(=O)=O)(=O)=O.CC(=O)OCC.[N:27]1([C:33]2[CH:40]=[CH:39][CH:38]=[CH:37][C:34]=2[C:35]#[N:36])[CH2:32][CH2:31][NH:30][CH2:29][CH2:28]1>C(Cl)Cl>[S:1]1[C:5]2[CH:6]=[CH:7][CH:8]=[CH:9][C:4]=2[CH:3]=[C:2]1[CH2:10][N:30]1[CH2:29][CH2:28][N:27]([C:33]2[CH:40]=[CH:39][CH:38]=[CH:37][C:34]=2[C:35]#[N:36])[CH2:32][CH2:31]1. Reported procedure: The product from Example 8A (150 mg 0.9 mmol), methane sulfonic anhydride (159 mg, 0.9 mmol), and D1 EA (475 μL 2.7 mmol) were combined. After stirring, 2-(1-piperazinyl)benzonitrile (181 mg, 1.0 mmol) in 2 ml DCM was also combined and stirred at room temperature for 18 hours. The mixture was concentrated and the residue was taken up in hot methanol. The methanol was filtered and the filter cake washed with cold methanol to provide the title compound. 1H NMR (300 MHz, CDCl3) δ 2.69 (m, 4H) 3.04 ... The reactants are O=C1c2ccccc2C(=O)N1CCCBr, CC(C)(C)OC(=O)N1CCNC(=O)C1, CN(C)C=O, [H-], [Na+], O. Yields the product CC(C)(C)OC(=O)N1CCN(CCCN2C(=O)c3ccccc3C2=O)C(=O)C1. Reaction SMILES: [Br:17][CH2:18][CH2:19][CH2:20][N:21]1[C:22](=[O:31])[c:23]2[c:24]([cH:27][cH:28][cH:29][cH:30]2)[C:25]1=[O:26].[C:3]([CH3:4])([CH3:5])([CH3:6])[O:7][C:8](=[O:9])[N:10]1[CH2:11][C:12](=[O:16])[NH:13][CH2:14][CH2:15]1.[CH3:33][N:34]([CH3:35])[CH:36]=[O:37].[H-:1].[Na+:2].[OH2:32]>>[C:3]([CH3:4])([CH3:5])([CH3:6])[O:7][C:8](=[O:9])[N:10]1[CH2:11][C:12](=[O:16])[N:13]([CH2:18][CH2:19][CH2:20][N:21]2[C:22](=[O:31])[c:23]3[c:24]([cH:27][cH:28][cH:29][cH:30]3)[C:25]2=[O:26])[CH2:14][CH2:15]1.